Dataset: the Open Reaction Database (ORD), a public repository of structured organic reaction records. Task: describe an organic reaction: reactants, conditions, products, and yield The reactants are C1CCOC1, COC(=O)CCC(C(N)=O)N1Cc2c(O)cccc2C1=O, CC(C)OC(=O)N=NC(=O)OC(C)C, OCC1CCCOC1, c1ccc(P(c2ccccc2)c2ccccc2)cc1. Product: COC(=O)CCC(C(N)=O)N1Cc2c(OCC3CCCOC3)cccc2C1=O. As a reaction SMILES: [CH2:63]1[O:64][CH2:65][CH2:66][CH2:67]1.[CH3:20][O:21][C:22]([CH2:23][CH2:24][CH:25]([N:26]1[C:27](=[O:36])[c:28]2[cH:29][cH:30][cH:31][c:32]([OH:35])[c:33]2[CH2:34]1)[C:37]([NH2:38])=[O:39])=[O:40].[O:41]=[C:42]([O:43][CH:44]([CH3:45])[CH3:46])[N:47]=[N:48][C:49]([O:50][CH:51]([CH3:52])[CH3:53])=[O:54].[O:55]1[CH2:56][CH:57]([CH2:61][OH:62])[CH2:58][CH2:59][CH2:60]1.[c:1]1([P:2]([c:3]2[cH:4][cH:5][cH:6][cH:7][cH:8]2)[c:9]2[cH:10][cH:11][cH:12][cH:13][cH:14]2)[cH:15][cH:16][cH:17][cH:18][cH:19]1>>[CH3:20][O:21][C:22]([CH2:23][CH2:24][CH:25]([N:26]1[C:27](=[O:36])[c:28]2[cH:29][cH:30][cH:31][c:32]([O:35][CH2:61][CH:57]3[CH2:56][O:55][CH2:60][CH2:59][CH2:58]3)[c:33]2[CH2:34]1)[C:37]([NH2:38])=[O:39])=[O:40]. Reactants: [Br-], O=C1CC2C(CC(OC(=O)c3ccccc3)C2C=CC(=O)c2cc3ccccc3s2)O1, C1CCOC1, C[Mg+], CCOCC. Yields the product CC(O)(C=CC1C(OC(=O)c2ccccc2)CC2OC(=O)CC21)c1cc2ccccc2s1. As a reaction SMILES: [Br-:32].[C:1]([c:2]1[cH:3][cH:4][cH:5][cH:6][cH:7]1)(=[O:8])[O:9][CH:10]1[CH:11]([CH:19]=[CH:20][C:21](=[O:22])[c:23]2[cH:24][c:25]3[c:26]([s:27]2)[cH:28][cH:29][cH:30][cH:31]3)[CH:12]2[CH:13]([O:14][C:15](=[O:17])[CH2:16]2)[CH2:18]1.[CH2:35]1[O:36][CH2:37][CH2:38][CH2:39]1.[CH3:33][Mg+:34].[CH3:40][CH2:41][O:42][CH2:43][CH3:44]>>[C:1]([c:2]1[cH:3][cH:4][cH:5][cH:6][cH:7]1)(=[O:8])[O:9][CH:10]1[CH:11]([CH:19]=[CH:20][C:21]([OH:22])([c:23]2[cH:24][c:25]3[c:26]([s:27]2)[cH:28][cH:29][cH:30][cH:31]3)[CH3:33])[CH:12]2[CH:13]([O:14][C:15](=[O:17])[CH2:16]2)[CH2:18]1. Procedure: A mixture of 4-(6-chloro-2-hydroxy-4-oxo-2′,3′,5′,6′-tetrahydro-4H-spiro[naphthalene-1,4′-pyran]-3-yl)-3-methyl-4-oxobutanal (0.1 g, 0.3 mmol) in 2 mL DMF was stirred at room temperature and treated with oxone (0.2 mL, 0.3 mmol). The mixture was stirred at room temperature for 2 hours. The mixture was quenched with 20 mL H2O, and the pH was adjusted to pH=5 with concentrated HCl. The precipitate that formed was collected by filtration and washed with 20 mL water. The product was dried under high... As a reaction SMILES: [Cl:1][C:2]1[CH:3]=[C:4]2[C:14](=[CH:15][CH:16]=1)[C:8]1([CH2:13][CH2:12][O:11][CH2:10][CH2:9]1)[C:7]([OH:17])=[C:6]([C:18](=[O:24])[CH:19]([CH3:23])[CH2:20][CH:21]=[O:22])[C:5]2=[O:25].[OH:26]OS([O-])=O.[K+]>CN(C=O)C>[Cl:1][C:2]1[CH:3]=[C:4]2[C:14](=[CH:15][CH:16]=1)[C:8]1([CH2:13][CH2:12][O:11][CH2:10][CH2:9]1)[C:7]([OH:17])=[C:6]([C:18](=[O:24])[CH:19]([CH3:23])[CH2:20][C:21]([OH:26])=[O:22])[C:5]2=[O:25] |f:1.2|. Solvent: CN(C)C=O (DMF). The reactants are ClC=1C=C2C(C(=C(C3(CCOCC3)C2=CC1)O)C(C(CC=O)C)=O)=O (4-(6-chloro-2-hydroxy-4-oxo-2′,3′,5′,6′-tetrahydro-4H-spiro[naphthalene-1,4′-pyran]-3-yl)-3-methyl-4-oxobutanal), OOS(=O)[O-].[K+] (oxone). Product: ClC=1C=C2C(C(=C(C3(CCOCC3)C2=CC1)O)C(C(CC(=O)O)C)=O)=O (4-(6-chloro-2-hydroxy-4-oxo-2′,3′,5′,6′-tetrahydro-4H-spiro[naphthalene-1,4′-pyran]-3-yl)-3-methyl-4-oxobutanoic acid). The yield is 88.0%. The reactants are COC1=C(C=CC(=C1)OC)C1=NC2=NC=NC(=C2N1)Cl (8-(2,4-dimethoxy-phenyl)-6-chloro-purine), C(C)(=O)O (acetic acid). Solvent: [OH-].[Na+] (sodium hydroxide). Product: COC1=C(C=CC(=C1)OC)C1=NC=2N=CNC(C2N1)=O (8-(2,4-Dimethoxy-phenyl)-1H-purin-6-one). Reaction SMILES: [CH3:1][O:2][C:3]1[CH:8]=[C:7]([O:9][CH3:10])[CH:6]=[CH:5][C:4]=1[C:11]1[NH:19][C:18]2[C:13](=[N:14][CH:15]=[N:16][C:17]=2Cl)[N:12]=1.C(O)(=[O:23])C>[OH-].[Na+]>[CH3:1][O:2][C:3]1[CH:8]=[C:7]([O:9][CH3:10])[CH:6]=[CH:5][C:4]=1[C:11]1[NH:19][C:18]2[C:17](=[O:23])[NH:16][CH:15]=[N:14][C:13]=2[N:12]=1 |f:2.3|. Procedure details: One-half gram of 8-(2,4-dimethoxy-phenyl)-6-chloro-purine is refluxed for seven hours in 30 ml of 2N sodium hydroxide solution. The mixture is acidified with glacial acetic acid, and the precipitate obtained is recrystallized from methanol. The reactants are ON=C(C(=O)OC(C)(C)C)C(C1=CC=NC=C1)=O (tert-Butyl 2-hydroxyimino-3-oxo-3-(4-pyridyl)propionate), ClC1=CC=C(CN)C=C1 (4-chlorobenzylamine). Solvent: C1(=CC=CC=C1)C (toluene). Yields the product ClC1=CC=C(C=C1)C=1NC(=C(N1)C(=O)OC(C)(C)C)C1=CC=NC=C1 (tert-butyl 2-(4-chlorophenyl)-5-(4-pyridyl)imidazole-4-carboxylate). The yield is 34.3%. RXN SMILES: O[N:2]=[C:3]([C:11](=O)[C:12]1[CH:17]=[CH:16][N:15]=[CH:14][CH:13]=1)[C:4]([O:6][C:7]([CH3:10])([CH3:9])[CH3:8])=[O:5].[Cl:19][C:20]1[CH:27]=[CH:26][C:23]([CH2:24][NH2:25])=[CH:22][CH:21]=1>C1(C)C=CC=CC=1>[Cl:19][C:20]1[CH:27]=[CH:26][C:23]([C:24]2[NH:25][C:11]([C:12]3[CH:17]=[CH:16][N:15]=[CH:14][CH:13]=3)=[C:3]([C:4]([O:6][C:7]([CH3:10])([CH3:9])[CH3:8])=[O:5])[N:2]=2)=[CH:22][CH:21]=1. Procedure details: tert-Butyl 2-hydroxyimino-3-oxo-3-(4-pyridyl)propionate (3.9 g) and 4-chlorobenzylamine (3.0 g) were dissolved in toluene (80 ml), and the mixture was reacted and treated in the same manner as in Starting Material Synthetic Example 10 to give tert-butyl 2-(4-chlorophenyl)-5-(4-pyridyl)imidazole-4-carboxylate (1.9 g), melting point 206-207° C. The reactants are CN(S(=O)(=O)N1C(=NC(=C1)C1=CC=CC=C1)CNC(OCC1=CC=CC=C1)=O)C (Benzyl (1-(N,N-dimethylsulfamoyl)-4-phenyl-1H-imidazol-2-yl)methylcarbamate). Reagents/catalysts: [Pd] (Pd on carbon). Run in CN(C)C=O (DMF). Run at time 48 hour. The product is NCC=1N(C=C(N1)C1=CC=CC=C1)S(=O)(=O)N(C)C (2-(aminomethyl)-N,N-dimethyl-4-phenyl-1H-imidazole-1-sulfonamide). As a reaction SMILES: [CH3:1][N:2]([CH3:29])[S:3]([N:6]1[CH:10]=[C:9]([C:11]2[CH:16]=[CH:15][CH:14]=[CH:13][CH:12]=2)[N:8]=[C:7]1[CH2:17][NH:18]C(=O)OCC1C=CC=CC=1)(=[O:5])=[O:4]>CN(C=O)C.[Pd]>[NH2:18][CH2:17][C:7]1[N:6]([S:3]([N:2]([CH3:29])[CH3:1])(=[O:4])=[O:5])[CH:10]=[C:9]([C:11]2[CH:16]=[CH:15][CH:14]=[CH:13][CH:12]=2)[N:8]=1. Procedure details: Benzyl (1-(N,N-dimethylsulfamoyl)-4-phenyl-1H-imidazol-2-yl)methylcarbamate (235 mg, 0.56 mmol) was dissolved in anhydrous DMF (5 mL) and Pd on carbon (about 5 mg, catalytic) was added. The vessel containing the solution was purged with H2, and the vessel was sealed. A H2 balloon was attached. Another 10 mg of Pd on carbon was added after 8 h, and the suspension was stirred at room temperature for 48 hours (total). The suspension was filtered through Celite, washing with EtOAc (30 mL), and the w... Isolated yield 29.0%. The reactants are OC=C1C(NC2=CC(=CC=C12)C(=O)C=1C=C(C=CC1)NC(=O)C=1C=NN(C1Cl)C)=O (5-Chloro-1-methyl-1H-pyrazole-4-carboxylic acid [3-(3-hydroxymethylene-2-oxo-2,3-dihydro-1H-indole-6-carbonyl)-phenyl]-amide), C1CCOC1 (THF), N1(CCCC1)CCC1=CC=C(C=C1)N (4-(2-Pyrrolidin-1-yl-ethyl)-phenylamine). Reported procedure: A small screw cap test tube was charged with 5-Chloro-1-methyl-1H-pyrazole-4-carboxylic acid [3-(3-hydroxymethylene-2-oxo-2,3-dihydro-1H-indole-6-carbonyl)-phenyl]-amide (as prepared in Example 328, 100 mg, 0.2365 mmol) and THF (2.5 mL). To the resulting solution was added 4-(2-Pyrrolidin-1-yl-ethyl)-phenylamine (45 mg, 0.236 mmol), and the mixture was stirred for 24 h at 65° C. Subsequently, the reaction mixture was cooled to room temperature and diluted with EtOAc (˜5 mL) and Hexane (˜50 mL). ... Product: O=C1NC2=CC(=CC=C2C1=CNC1=CC=C(C=C1)CCN1CCCC1)C(=O)C=1C=C(C=CC1)NC(=O)C=1C=NN(C1Cl)C (5-Chloro-1-methyl-1H-pyrazole-4-carboxylic acid [3-(2-oxo-3-{[4-(2-pyrrolidin-1-yl-ethyl)-phenylamino]-methylene}-2,3-dihydro-1H-indole-6-carbonyl)-phenyl]-amide). Solvent: CCOC(=O)C (EtOAc), CCCCCC (Hexane). Run at temperature 65 celsius, time 24 hour. As a reaction SMILES: O[CH:2]=[C:3]1[C:11]2[C:6](=[CH:7][C:8]([C:12]([C:14]3[CH:15]=[C:16]([NH:20][C:21]([C:23]4[CH:24]=[N:25][N:26]([CH3:29])[C:27]=4[Cl:28])=[O:22])[CH:17]=[CH:18][CH:19]=3)=[O:13])=[CH:9][CH:10]=2)[NH:5][C:4]1=[O:30].C1COCC1.[N:36]1([CH2:41][CH2:42][C:43]2[CH:48]=[CH:47][C:46]([NH2:49])=[CH:45][CH:44]=2)[CH2:40][CH2:39][CH2:38][CH2:37]1>CCOC(C)=O.CCCCCC>[O:30]=[C:4]1[C:3](=[CH:2][NH:49][C:46]2[CH:47]=[CH:48][C:43]([CH2:42][CH2:41][N:36]3[CH2:40][CH2:39][CH2:38][CH2:37]3)=[CH:44][CH:45]=2)[C:11]2[C:6](=[CH:7][C:8]([C:12]([C:14]3[CH:15]=[C:16]([NH:20][C:21]([C:23]4[CH:24]=[N:25][N:26]([CH3:29])[C:27]=4[Cl:28])=[O:22])[CH:17]=[CH:18][CH:19]=3)=[O:13])=[CH:9][CH:10]=2)[NH:5]1. Reactants: BrC1=CC=C(C=C1)C (1-bromo-4-methyl-benzene), [Cu](C#N)C#N (copper cyanide). Run in CN(C=O)C (dimethylformamide). The product is CC1=CC=C(C#N)C=C1 (4-methyl-benzonitrile). RXN SMILES: Br[C:2]1[CH:7]=[CH:6][C:5]([CH3:8])=[CH:4][CH:3]=1.[Cu]([C:12]#[N:13])C#N>CN(C)C=O>[CH3:8][C:5]1[CH:6]=[CH:7][C:2]([C:12]#[N:13])=[CH:3][CH:4]=1. Procedure: A 1-bromo-4-methyl-benzene of general formula F-1, where B, R1, R2, R3 and R4 are as defined above is reacted with copper cyanide in a polar solvent as dimethylformamide at elevated temperature as for example 150-200° C. to obtain the 4-methyl-benzonitrile of general formula F-2. The 4-methyl-benzonitrile of general formula F-2 is brominated by the treatment with N-bromosuccinimide in refluxing tetrachloromethane in the presence of a radical initiator like AIBN to obtain the 4-Bromomethyl-benzon... Yield: 74.5%. The solvent is C1=CC=CC=C1 (benzene). Reactants: C(O)([O-])=O.[Na+] (sodium hydrogencarbonate), P(Br)(Br)Br (Phosphorus tribromide), solution, CC(C(=O)NO)(C)OCCCCCCC=1N=C(OC1C)C1=CC=C(C=C1)C (2-methyl-2-{6-[5-methyl-2-(p-tolyl)oxazol-4-yl]hexyloxy}propionohydroxamic acid). Reported procedure: Phosphorus tribromide (6.77 g) was added to 94 ml of a solution of 4.90 g of 2-methyl-2-{6-[5-methyl-2-(p-tolyl)oxazol-4-yl]hexyloxy}propionohydroxamic acid in benzene, and heated to reflux for 4 hours. The reaction solution was cooled, poured into ice-cold water. After addition of saturated aqueous sodium hydrogencarbonate solution, the mixture was extracted with ethyl acetate. The organic layer was washed with water and brine sequentially, dried over anhydrous magnesium sulfate and concentrate... Product: CC(C#N)(C)OCCCCCCC=1N=C(OC1C)C1=CC=C(C=C1)C (2-Methyl-2-{6-[5-methyl-2-(p-tolyl)oxazol-4-yl]-hexyloxy}propiononitrile). Reaction SMILES: P(Br)(Br)Br.[CH3:5][C:6]([O:12][CH2:13][CH2:14][CH2:15][CH2:16][CH2:17][CH2:18][C:19]1[N:20]=[C:21]([C:25]2[CH:30]=[CH:29][C:28]([CH3:31])=[CH:27][CH:26]=2)[O:22][C:23]=1[CH3:24])([CH3:11])[C:7]([NH:9]O)=O.C(=O)([O-])O.[Na+]>C1C=CC=CC=1>[CH3:11][C:6]([O:12][CH2:13][CH2:14][CH2:15][CH2:16][CH2:17][CH2:18][C:19]1[N:20]=[C:21]([C:25]2[CH:30]=[CH:29][C:28]([CH3:31])=[CH:27][CH:26]=2)[O:22][C:23]=1[CH3:24])([CH3:5])[C:7]#[N:9] |f:2.3|. Reactants: CCN(C(C)C)C(C)C (DIEA), C(C)(C)(C)OC(CCCCCCCCCCCCCCCCNC(CCN(CCC(=O)O)C(=O)OC(C)(C)C)=O)=O (17-{3-[tert-Butoxycarbonyl (2-carboxyethyl)amino]propionylamino}heptadecanoic acid tert-butyl ester), [B-](F)(F)(F)F.CN(C)C(=[N+](C)C)ON1C(=O)CCC1=O (TSTU). The solvent is C1CCOC1 (THF). Conditions: temperature 0 celsius, time 30 minute. The product is C(C)(C)(C)OC(CCCCCCCCCCCCCCCCNC(CCN(CCC(=O)ON1C(CCC1=O)=O)C(=O)OC(C)(C)C)=O)=O (17-(3-{tert-Butoxycarbonyl[2-(2,5-dioxopyrrolidin-1-yloxycarbonyl)ethyl]amino}propionylamino)heptadecanoic acid tert-butyl ester). Reaction SMILES: [C:1]([O:5][C:6](=[O:41])[CH2:7][CH2:8][CH2:9][CH2:10][CH2:11][CH2:12][CH2:13][CH2:14][CH2:15][CH2:16][CH2:17][CH2:18][CH2:19][CH2:20][CH2:21][CH2:22][NH:23][C:24](=[O:40])[CH2:25][CH2:26][N:27]([C:33]([O:35][C:36]([CH3:39])([CH3:38])[CH3:37])=[O:34])[CH2:28][CH2:29][C:30]([OH:32])=[O:31])([CH3:4])([CH3:3])[CH3:2].CCN(C(C)C)C(C)C.[B-](F)(F)(F)F.CN(C(O[N:64]1[C:69](=[O:70])[CH2:68][CH2:67][C:65]1=[O:66])=[N+](C)C)C>C1COCC1>[C:1]([O:5][C:6](=[O:41])[CH2:7][CH2:8][CH2:9][CH2:10][CH2:11][CH2:12][CH2:13][CH2:14][CH2:15][CH2:16][CH2:17][CH2:18][CH2:19][CH2:20][CH2:21][CH2:22][NH:23][C:24](=[O:40])[CH2:25][CH2:26][N:27]([C:33]([O:35][C:36]([CH3:39])([CH3:38])[CH3:37])=[O:34])[CH2:28][CH2:29][C:30]([O:32][N:64]1[C:69](=[O:70])[CH2:68][CH2:67][C:65]1=[O:66])=[O:31])([CH3:4])([CH3:2])[CH3:3] |f:2.3|. Procedure: 17-{3-[tert-Butoxycarbonyl (2-carboxyethyl)amino]propionylamino}heptadecanoic acid tert-butyl ester (0.122 g, 0.2 mmol) was dissolved in THF (5 mL). DIEA (39 ul) was added and the mixture was cooled to 0° C. TSTU (66 mg, 0.22 mmol) was added. The mixture was stirred at 0° C. for 30 min, then for 16 h at RT. The mixture was concentrated under vacuum. AcOEt (15 mL) and the solution was washed with 0.2 N HCl (5 ml) and sat. NaCl (5 ml), dried over MgSO4, and dried under vacuum. The residue was puri...